Dataset: the Open Reaction Database (ORD), a public repository of structured organic reaction records. Task: describe an organic reaction: reactants, conditions, products, and yield Starting materials: CCOC(=O)CNc1c(Cl)cc(CCNC(C)C(O)c2ccc(O)cc2)cc1Cl, Cl, [Na+], [OH-]. Yields the product CC(NCCc1cc(Cl)c(NCC(=O)O)c(Cl)c1)C(O)c1ccc(O)cc1. As a reaction SMILES: [Cl:1][c:2]1[c:3]([NH:23][CH2:24][C:25](=[O:26])[O:27][CH2:28][CH3:29])[c:4]([Cl:22])[cH:5][c:6]([CH2:8][CH2:9][NH:10][CH:11]([CH:12]([c:13]2[cH:14][cH:15][c:16]([OH:19])[cH:17][cH:18]2)[OH:20])[CH3:21])[cH:7]1.[ClH:30].[Na+:32].[OH-:31]>>[Cl:1][c:2]1[c:3]([NH:23][CH2:24][C:25](=[O:26])[OH:27])[c:4]([Cl:22])[cH:5][c:6]([CH2:8][CH2:9][NH:10][CH:11]([CH:12]([c:13]2[cH:14][cH:15][c:16]([OH:19])[cH:17][cH:18]2)[OH:20])[CH3:21])[cH:7]1. Reactants: CCCN, COc1ccc2nccc(OS(=O)(=O)C(F)(F)F)c2n1, Cl, c1ccncc1. The product is COc1ccc2nccc(N)c2n1. As a reaction SMILES: [CH2:22]([CH2:23][CH3:24])[NH2:25].[CH3:1][O:2][c:3]1[n:4][c:5]2[c:6]([O:13][S:14]([C:15]([F:16])([F:17])[F:18])(=[O:19])=[O:20])[cH:7][cH:8][n:9][c:10]2[cH:11][cH:12]1.[ClH:21].[cH:26]1[cH:27][cH:28][n:29][cH:30][cH:31]1>>[CH3:1][O:2][c:3]1[n:4][c:5]2[c:6]([NH2:25])[cH:7][cH:8][n:9][c:10]2[cH:11][cH:12]1. Procedure: A mixture of 7.7 g of 3-(2'-carboxybenzoyl)-1-ethyl-2-methylindole and 7.9 g of bis(n-butylamino)phenol n-butyl ether in 30 g of acetic anhydride is stirred for 1 hour at 80°-85° C. Working up as described in Example 1 gives 14 g of a phthalide of formula ##STR11## This amorphous compound has a softening point of 40° C. and develops at once a lightfast blue image on acid-modified clay. The product is C1(=O)OCC2=CC=CC=C12 (phthalide). Starting materials: C(=O)(O)C1=C(C(=O)C2=C(N(C3=CC=CC=C23)CC)C)C=CC=C1 (3-(2'-carboxybenzoyl)-1-ethyl-2-methylindole), C(CCC)OC1=C(C(=CC=C1)NCCCC)NCCCC (bis(n-butylamino)phenol n-butyl ether). Run at time 1 hour. The solvent is C(C)(=O)OC(C)=O (acetic anhydride). RXN SMILES: [C:1]([C:4]1[CH:23]=[CH:22][CH:21]=[CH:20][C:5]=1[C:6](C1C2C(=CC=CC=2)N(CC)C=1C)=[O:7])(O)=[O:2].C(OC1C=CC=C(NCCCC)C=1NCCCC)CCC>C(OC(=O)C)(=O)C>[C:1]1([C:4]2[C:5](=[CH:20][CH:21]=[CH:22][CH:23]=2)[CH2:6][O:7]1)=[O:2]. Isolated yield 416.6%. Reactants: ClC=1C(=NN(C1)C)C(=O)O (4-chloro-1-methyl-1H-pyrazole-3-carboxylic acid), NC=1C=C(OC=2C=CC=3N(C2)N=C(N3)NC(=O)C3CC3)C=CC1C (N-[6-(3-amino-4-methylphenoxy)[1,2,4]triazolo[1,5-a]pyridin-2-yl]cyclopropanecarboxamide), O1CCCC1 (tetrahydrofuran), S(=O)(Cl)Cl (thionyl chloride). The reagents and catalysts are CN(C=O)C (N,N-dimethylformamide). Solvent: CN(C(C)=O)C (N,N-dimethylacetamide). The product is ClC=1C(=NN(C1)C)C(=O)NC1=C(C=CC(=C1)OC=1C=CC=2N(C1)N=C(N2)NC(=O)C2CC2)C (4-chloro-N-[5-({2-[(cyclopropylcarbonyl)amino][1,2,4]triazolo[1,5-a]pyridin-6-yl}oxy)-2-methylphenyl]-1-methyl-1H-pyrazole-3-carboxamide). Yield: 71.7%. Reaction SMILES: [Cl:1][C:2]1[C:3]([C:8]([OH:10])=O)=[N:4][N:5]([CH3:7])[CH:6]=1.O1CCCC1.S(Cl)(Cl)=O.[NH2:20][C:21]1[CH:22]=[C:23]([CH:40]=[CH:41][C:42]=1[CH3:43])[O:24][C:25]1[CH:26]=[CH:27][C:28]2[N:29]([N:31]=[C:32]([NH:34][C:35]([CH:37]3[CH2:39][CH2:38]3)=[O:36])[N:33]=2)[CH:30]=1>CN(C)C=O.CN(C)C(=O)C>[Cl:1][C:2]1[C:3]([C:8]([NH:20][C:21]2[CH:22]=[C:23]([O:24][C:25]3[CH:26]=[CH:27][C:28]4[N:29]([N:31]=[C:32]([NH:34][C:35]([CH:37]5[CH2:38][CH2:39]5)=[O:36])[N:33]=4)[CH:30]=3)[CH:40]=[CH:41][C:42]=2[CH3:43])=[O:10])=[N:4][N:5]([CH3:7])[CH:6]=1. Procedure: In the same manner as in Example 55 and using 4-chloro-1-methyl-1H-pyrazole-3-carboxylic acid (83.0 mg, 0.519 mmol), tetrahydrofuran (5 mL), thionyl chloride (89.0 μL, 1.02 mmol), N,N-dimethylformamide (2 drops), N-[6-(3-amino-4-methylphenoxy)[1,2,4]triazolo[1,5-a]pyridin-2-yl]cyclopropanecarboxamide (150 mg, 0.464 mmol) and N,N-dimethylacetamide (6 mL) as starting materials, the title compound (155 mg, 72%) was obtained as a white solid. Starting materials: OCCCc1ccc(Br)cc1, CCCCP(CCCC)CCCC, Cc1ccccc1, Oc1c(F)ccc(F)c1Cl, O=C(N=NC(=O)N1CCCCC1)N1CCCCC1. RXN SMILES: [Br:1][c:2]1[cH:3][cH:4][c:5]([CH2:8][CH2:9][CH2:10][OH:11])[cH:6][cH:7]1.[CH2:40]([P:41]([CH2:42][CH2:43][CH2:44][CH3:45])[CH2:46][CH2:47][CH2:48][CH3:49])[CH2:50][CH2:51][CH3:52].[CH3:53][c:54]1[cH:55][cH:56][cH:57][cH:58][cH:59]1.[Cl:12][c:13]1[c:14]([OH:21])[c:15]([F:20])[cH:16][cH:17][c:18]1[F:19].[N:22]([C:23]([N:24]1[CH2:25][CH2:26][CH2:27][CH2:28][CH2:29]1)=[O:30])=[N:31][C:32]([N:33]1[CH2:34][CH2:35][CH2:36][CH2:37][CH2:38]1)=[O:39]>>[Br:1][c:2]1[cH:3][cH:4][c:5]([CH2:8][CH2:9][CH2:10][O:11][c:14]2[c:13]([Cl:12])[c:18]([F:19])[cH:17][cH:16][c:15]2[F:20])[cH:6][cH:7]1. Yields the product Fc1ccc(F)c(OCCCc2ccc(Br)cc2)c1Cl. Reaction SMILES: [CH3:16][CH2:17][O:18][C:19](=[O:20])[CH3:21].[CH:5]1([c:10]2[n:11][n:12][c:13]([NH2:15])[s:14]2)[CH2:6][CH2:7][CH2:8][CH2:9]1.[Cl:1][C:2]([Cl:3])=[O:4]>>[C:2](=[O:4])=[N:15][c:13]1[n:12][n:11][c:10]([CH:5]2[CH2:6][CH2:7][CH2:8][CH2:9]2)[s:14]1. The product is O=C=Nc1nnc(C2CCCC2)s1. Reactants: CCOC(C)=O, Nc1nnc(C2CCCC2)s1, O=C(Cl)Cl. Reactants: CCOC(C)=O, Cc1ccccc1, O=C(NCCc1ccccc1F)c1ccc(C(F)(F)F)cc1, [K+], [OH-]. The product is Fc1cccc2c1CCN=C2c1ccc(C(F)(F)F)cc1. Reaction SMILES: [CH3:23][CH2:24][O:25][C:26](=[O:27])[CH3:28].[CH3:31][c:32]1[cH:33][cH:34][cH:35][cH:36][cH:37]1.[F:1][c:2]1[c:3]([CH2:4][CH2:5][NH:6][C:7]([c:8]2[cH:9][cH:10][c:11]([C:14]([F:15])([F:16])[F:17])[cH:12][cH:13]2)=[O:18])[cH:19][cH:20][cH:21][cH:22]1.[K+:30].[OH-:29]>>[F:1][c:2]1[c:3]2[c:19]([cH:20][cH:21][cH:22]1)[C:7]([c:8]1[cH:9][cH:10][c:11]([C:14]([F:15])([F:16])[F:17])[cH:12][cH:13]1)=[N:6][CH2:5][CH2:4]2. Starting materials: CC1=C(C(=O)O)C=CC(=C1)\C=C\C1=CC=2C(CC(C(C2C=C1C)(C)C)=O)(C)C (methyl-4-[(E)-2-(5,5,8,8-tetramethyl-3-methyl-6-oxo-5,6,7,8-tetrahydro-naphthalen-2-yl)vinyl]-benzoic acid), BrN1C(CCC1=O)=O (N-bromosuccinimide), BrN1C(CCC1=O)=O (N-bromosuccinimide). Reagents/catalysts: C(C1=CC=CC=C1)(=O)OOC(C1=CC=CC=C1)=O (benzoyl peroxide), C(C1=CC=CC=C1)(=O)OOC(C1=CC=CC=C1)=O (benzoyl peroxide). Reaction SMILES: [CH3:1][C:2]1[CH:10]=[C:9](/[CH:11]=[CH:12]/[C:13]2[C:22]([CH3:23])=[CH:21][C:20]3[C:19]([CH3:25])([CH3:24])[C:18](=[O:26])[CH2:17][C:16]([CH3:28])([CH3:27])[C:15]=3[CH:14]=2)[CH:8]=[CH:7][C:3]=1[C:4]([OH:6])=[O:5].[Br:29]N1C(=O)CCC1=O>C(Cl)(Cl)(Cl)Cl.C(OOC(=O)C1C=CC=CC=1)(=O)C1C=CC=CC=1>[CH3:1][C:2]1[CH:10]=[C:9](/[CH:11]=[CH:12]/[C:13]2[C:22]([CH2:23][Br:29])=[CH:21][C:20]3[C:19]([CH3:24])([CH3:25])[C:18](=[O:26])[CH2:17][C:16]([CH3:28])([CH3:27])[C:15]=3[CH:14]=2)[CH:8]=[CH:7][C:3]=1[C:4]([OH:6])=[O:5]. The product is CC1=C(C(=O)O)C=CC(=C1)\C=C\C1=CC=2C(CC(C(C2C=C1CBr)(C)C)=O)(C)C (methyl-4-[(E)-2-(5,5,8,8-tetramethyl-3-bromomethyl-6-oxo -5,6,7,8-tetrahydro-naphthalen-2-yl)vinyl]-benzoic acid). Yield: 59.3%. Procedure: To a solution of 1.4 g (3.7 mmol) of methyl-4-[(E)-2-(5,5,8,8-tetramethyl-3-methyl-6-oxo-5,6,7,8-tetrahydro-naphthalen-2-yl)vinyl]-benzoic acid and 0.86 g (4.8 mmol) of N-bromosuccinimide in 50 ml carbon tetrachloride was added 45 mg (0.19 mmol) of benzoyl peroxide and the reaction was heated to reflux temperature. After 1 h, added additional 45 mg of benzoyl peroxide and 25 ml carbon tetrachloride. After 3 h total added 0.2 g N-bromosuccinimide. After 6 h total, cooled to room temperature, wash... Run at time 1 hour. The solvent is C(Cl)(Cl)(Cl)Cl (carbon tetrachloride), C(Cl)(Cl)(Cl)Cl (carbon tetrachloride).